From a dataset of the Open Reaction Database (ORD), a public repository of structured organic reaction records. describe an organic reaction: reactants, conditions, products, and yield Reactants: FC1=CC=C(C=C1)C1=CC2=C(N=C(CC(N2)=O)C=2C=C(C(=O)NN)C=CC2)C=C1 (3-[7-(4-fluoro-phenyl)-4-oxo-4,5-dihydro-3H-benzo[b][1,4]diazepin-2-yl]-benzoic acid hydrazide), Cl.C(C)(OCC)=N (ethyl acetimidate hydrochloride). The solvent is N1=CC=CC=C1 (pyridine), O (H2O). Run at temperature 100 celsius, time 20 minute. Yields the product FC1=CC=C(C=C1)C=1C=CC2=C(NC(CC(=N2)C2=CC(=CC=C2)C=2OC(=NN2)C)=O)C1 (8-(4-Fluoro-phenyl)-4-[3-(5-methyl-[1,3,4]oxadiazol-2-yl)-phenyl]-1,3-dihydro-benzo[b][1,4]diazepin-2-one). Yield: 45.3%. RXN SMILES: [F:1][C:2]1[CH:7]=[CH:6][C:5]([C:8]2[CH:29]=[CH:28][C:11]3[N:12]=[C:13]([C:18]4[CH:19]=[C:20]([CH:25]=[CH:26][CH:27]=4)[C:21]([NH:23][NH2:24])=[O:22])[CH2:14][C:15](=[O:17])[NH:16][C:10]=3[CH:9]=2)=[CH:4][CH:3]=1.Cl.[C:31](=N)(OCC)[CH3:32]>N1C=CC=CC=1.O>[F:1][C:2]1[CH:3]=[CH:4][C:5]([C:8]2[CH:29]=[CH:28][C:11]3[N:12]=[C:13]([C:18]4[CH:27]=[CH:26][CH:25]=[C:20]([C:21]5[O:22][C:31]([CH3:32])=[N:24][N:23]=5)[CH:19]=4)[CH2:14][C:15](=[O:17])[NH:16][C:10]=3[CH:9]=2)=[CH:6][CH:7]=1 |f:1.2|. Procedure: A mixture of 3-[7-(4-fluoro-phenyl)-4-oxo-4,5-dihydro-3H-benzo[b][1,4]diazepin-2-yl]-benzoic acid hydrazide (Starting material 8a-2) (58 mg, 0.15 mmol) and ethyl acetimidate hydrochloride (74 mg, 0.6 mmol) in pyridine (0.6 mL) was heated to 100° C. for 2 h. The mixture was cooled to 23° C., diluted with H2O (30 mL) and stirred for 20 min. The precipitate was collected by filtration, and the crude product was purified by chromatography on silica gel using ethyl acetate/hexane (2:1) as eluent. The... The reactants are CCCCOc1ccc(N)cc1, CC(C)=O, Fc1cnc(Cl)nc1Cl, Cl, [Na+], [OH-], O. The product is CCCCOc1ccc(Nc2nc(Cl)ncc2F)cc1. Reaction SMILES: [CH2:10]([CH2:11][CH2:12][CH3:13])[O:14][c:15]1[cH:16][cH:17][c:18]([NH2:19])[cH:20][cH:21]1.[CH3:25][C:26](=[O:27])[CH3:28].[Cl:1][c:2]1[n:3][cH:4][c:5]([F:9])[c:6]([Cl:8])[n:7]1.[ClH:22].[Na+:24].[OH-:23].[OH2:29]>>[Cl:1][c:2]1[n:3][cH:4][c:5]([F:9])[c:6]([NH:19][c:18]2[cH:17][cH:16][c:15]([O:14][CH2:10][CH2:11][CH2:12][CH3:13])[cH:21][cH:20]2)[n:7]1. Reactants: BrC1=CC=C(O[C@@H]2[C@@H](CCC2)NS(=O)(=O)C(C)C)C=C1 (cis-N-[2-(4-bromophenoxy)cyclopentyl]propane-2-sulfonamide), C(=O)=O (carbon dioxide), BrC1=CC=C(O[C@@H]2[C@@H](CCC2)NS(=O)(=O)C(C)C)C=C1 (N-[(1R,2S)-2-(4-bromophenoxy)cyclopentyl]propane-2-sulfonamide). Solvent: CO (methanol). Yields the product BrC1=CC=C(O[C@H]2[C@H](CCC2)NS(=O)(=O)C(C)C)C=C1 (N-[(1S,2R)-2-(4-bromophenoxy)cyclopentyl]propane-2-sulfonamide). Reaction SMILES: [Br:1][C:2]1[CH:20]=[CH:19][C:5]([O:6][C@H:7]2[CH2:11][CH2:10][CH2:9][C@H:8]2[NH:12][S:13]([CH:16]([CH3:18])[CH3:17])(=[O:15])=[O:14])=[CH:4][CH:3]=1.C(=O)=O>CO>[Br:1][C:2]1[CH:3]=[CH:4][C:5]([O:6][C@@H:7]2[CH2:11][CH2:10][CH2:9][C@@H:8]2[NH:12][S:13]([CH:16]([CH3:18])[CH3:17])(=[O:15])=[O:14])=[CH:19][CH:20]=1. Procedure: Separation of the enantiomers comprising cis-N-[2-(4-bromophenoxy)cyclopentyl]propane-2-sulfonamide (1.586 g, 4.38 mmol) was carried out by chiral chromatography. Column: Chiralpak® AD-H, 2.1×25 cm, 5 μm; Mobile phase: 75:25 carbon dioxide:methanol; Flow rate: 65 g/min. The first-eluting compound was enantiomer N-[(1R,2S)-2-(4-bromophenoxy)cyclopentyl]propane-2-sulfonamide (767 mg, 2.12 mmol, 48%) and the second-eluting peak provided desired product N-[(1S,2R)-2-(4-bromophenoxy)cyclopentyl]propa...